From a dataset of the Open Reaction Database (ORD), a public repository of structured organic reaction records. describe an organic reaction: reactants, conditions, products, and yield Starting materials: C1(=CC=CC=C1)CC(=O)O (phenylacetic acid), C(=O)(N1C=NC=C1)N1C=NC=C1 (carbonyldiimidazole), (±)-amine. Solvent: C(Cl)Cl (methylene chloride). Conditions: time 40 minute. Product: C1(=CC=CC=C1)CC(=O)N ((±)-benzeneacetamide). RXN SMILES: [C:1]1([CH2:7][C:8]([OH:10])=O)[CH:6]=[CH:5][CH:4]=[CH:3][CH:2]=1.C(N1C=CN=C1)([N:13]1C=CN=C1)=O>C(Cl)Cl>[C:1]1([CH2:7][C:8]([NH2:13])=[O:10])[CH:6]=[CH:5][CH:4]=[CH:3][CH:2]=1. Procedure details: Using the method of Example 6, a solution of 2.81 g of phenylacetic acid in 200 ml of methylene chloride is treated at 0° C. with 3.35 g of carbonyldiimidazole. The mixture is stirred for 40 minutes. Then 2.86 g (0.0159 mole) of the (±)-amine from Example 1, Part C, above is added. The mixture is stirred for 24 hr and partitioned with saturated aqueous sodium bicarbonate. The organic phase is dried and concentrated to yield the titled (±)-benzeneacetamide product free base which is dissolved in ... Reactants: CC#N, CCN(C(C)C)C(C)C, CC(N)C(=O)O, CN(C)C=O, O, O=C(Nc1ccc(-c2ccc(S(=O)(=O)Cl)cc2)cc1)c1cc2ccccc2o1. The product is CC(NS(=O)(=O)c1ccc(-c2ccc(NC(=O)c3cc4ccccc4o3)cc2)cc1)C(=O)O. RXN SMILES: [CH3:50][C:51]#[N:52].[CH:7]([N:8]([CH2:9][CH3:10])[CH:11]([CH3:12])[CH3:13])([CH3:14])[CH3:15].[NH2:1][CH:2]([CH3:3])[C:4](=[O:5])[OH:6].[O:45]=[CH:46][N:47]([CH3:48])[CH3:49].[OH2:44].[o:16]1[c:17]([C:25](=[O:26])[NH:27][c:28]2[cH:29][cH:30][c:31](-[c:34]3[cH:35][cH:36][c:37]([S:40](=[O:41])(=[O:42])[Cl:43])[cH:38][cH:39]3)[cH:32][cH:33]2)[cH:18][c:19]2[c:20]1[cH:21][cH:22][cH:23][cH:24]2>>[NH:1]([CH:2]([CH3:3])[C:4](=[O:5])[OH:6])[S:40]([c:37]1[cH:36][cH:35][c:34](-[c:31]2[cH:30][cH:29][c:28]([NH:27][C:25]([c:17]3[o:16][c:20]4[c:19]([cH:18]3)[cH:24][cH:23][cH:22][cH:21]4)=[O:26])[cH:33][cH:32]2)[cH:39][cH:38]1)(=[O:41])=[O:42].